From a dataset of the Open Reaction Database (ORD), a public repository of structured organic reaction records. describe an organic reaction: reactants, conditions, products, and yield Starting materials: C1CCOC1, CCOC(C)=O, [H-], CI, [Na+], COC(=O)c1ccc(OC2CCN(C(=O)OC(C)(C)C)CC2)cc1O. The product is COC(=O)c1ccc(OC2CCN(C(=O)OC(C)(C)C)CC2)cc1OC. RXN SMILES: [CH2:30]1[O:31][CH2:32][CH2:33][CH2:34]1.[CH3:35][CH2:36][O:37][C:38](=[O:39])[CH3:40].[H-:26].[I:28][CH3:29].[Na+:27].[OH:1][c:2]1[c:3]([C:4](=[O:5])[O:6][CH3:7])[cH:8][cH:9][c:10]([O:12][CH:13]2[CH2:14][CH2:15][N:16]([C:19](=[O:20])[O:21][C:22]([CH3:23])([CH3:24])[CH3:25])[CH2:17][CH2:18]2)[cH:11]1>>[O:1]([c:2]1[c:3]([C:4](=[O:5])[O:6][CH3:7])[cH:8][cH:9][c:10]([O:12][CH:13]2[CH2:14][CH2:15][N:16]([C:19](=[O:20])[O:21][C:22]([CH3:23])([CH3:24])[CH3:25])[CH2:17][CH2:18]2)[cH:11]1)[CH3:29].